From a dataset of the Open Reaction Database (ORD), a public repository of structured organic reaction records. describe an organic reaction: reactants, conditions, products, and yield Reactants: C([O-])([O-])=O.[Mg+2] (magnesium carbonate), NCC(=O)O (glycine), [N+](=O)([O-])[O-] (nitrate). Solvent: O (water). The product is NCC(=O)[O-].[Mg+2].NCC(=O)[O-] (Magnesium glycinate). Reaction SMILES: C(=O)([O-])[O-].[Mg+2:5].[NH2:6][CH2:7][C:8]([OH:10])=[O:9].[N+]([O-])([O-])=O>O>[NH2:6][CH2:7][C:8]([O-:10])=[O:9].[Mg+2:5].[NH2:6][CH2:7][C:8]([O-:10])=[O:9] |f:0.1,5.6.7|. Procedure details: Magnesium glycinate was prepared by reacting 1.8 g. of basic magnesium carbonate (26.1% Mg) with 3 g. of glycine in 30 g. of water, while agitating at 75° C. for one half hour. To the cooled slurry was added 50 g. of zirconyl nitrate solution [ZrO(NO3)2 ; 4.27% Zr] with agitation. The resultant clear solution had a pH of 3.2. The product was oven-dried at 55° C. under a vacuum of 35 cm. of Hg and found to contain 22.8% Zr, 4.79% Mg and 30.6% glycine. The reactants are ( -10 ), N(=O)OCCC(C)C (isoamyl nitrite), N(=O)OCCC(C)C (Isoamyl nitrite), FC1=CC=C(COC=2C=C3CCC(C3=CC2)=O)C=C1 (5-(4-fluoro-benzyloxy)-indan-1-one), Cl (HCl). Solvent: methyl cellulose. Reaction conditions: time 30 minute. Product: FC1=CC=C(COC=2C=C3CC(C(C3=CC2)=O)=NO)C=C1 (5-(4-Fluoro-benzyloxy)-indan-1,2-dione 2-oxime). RXN SMILES: [N:1](OCCC(C)C)=[O:2].[F:9][C:10]1[CH:27]=[CH:26][C:13]([CH2:14][O:15][C:16]2[CH:17]=[C:18]3[C:22](=[CH:23][CH:24]=2)[C:21](=[O:25])[CH2:20][CH2:19]3)=[CH:12][CH:11]=1.Cl>>[F:9][C:10]1[CH:11]=[CH:12][C:13]([CH2:14][O:15][C:16]2[CH:17]=[C:18]3[C:22](=[CH:23][CH:24]=2)[C:21](=[O:25])[C:20](=[N:1][OH:2])[CH2:19]3)=[CH:26][CH:27]=1. Procedure: Isoamyl nitrite (4.05 mL, 29.2 mmol) was added to a suspension of 5-(4-fluoro-benzyloxy)-indan-1-one (15 g, 58.5 mmol) in methyl cellulose (210 mL) and HCl (conc) (15.6 mL, 187 mmol) at room temperature. After some minutes (−10) a solid appears and another portion of the isoamyl nitrite (4.05 mL, 29.2 mol) was added. The mixture was stirred for further 30 minutes, poured on ice water and the product was filtrated, washed well with water and diluted EtOH and dried at the pump (15.2 g, 91%). MS: m... Starting materials: OCCNCCC1=CC=C(C=C1)OC (N-(2-hydroxyethyl)-2-(4-methoxyphenyl)ethanamine), FC(C=1SC=C(N1)C(CBr)=O)(F)F (2-trifluoromethyl-4-bromoacetyl-thiazole), C(C)[SiH](CC)CC (triethylsilane). Product: COC1=CC=C(C=C1)CCN1CC(OCC1)C=1N=C(SC1)C(F)(F)F (N-[2-(4-Methoxy-phenyl)ethyl]-2-(2-trifluoromethyl-thiazol-4-yl)morpholine). RXN SMILES: O[CH2:2][CH2:3][NH:4][CH2:5][CH2:6][C:7]1[CH:12]=[CH:11][C:10]([O:13][CH3:14])=[CH:9][CH:8]=1.[F:15][C:16]([F:27])([F:26])[C:17]1[S:18][CH:19]=[C:20]([C:22](=[O:25])[CH2:23]Br)[N:21]=1.C([SiH](CC)CC)C>>[CH3:14][O:13][C:10]1[CH:11]=[CH:12][C:7]([CH2:6][CH2:5][N:4]2[CH2:3][CH2:2][O:25][CH:22]([C:20]3[N:21]=[C:17]([C:16]([F:27])([F:26])[F:15])[S:18][CH:19]=3)[CH2:23]2)=[CH:8][CH:9]=1. Procedure: Prepared analogously to Example 32 by reaction of N-(2-hydroxyethyl)-2-(4-methoxyphenyl)ethanamine with 2-trifluoromethyl-4-bromoacetyl-thiazole followed by reduction with triethylsilane.